describe an organic reaction: reactants, conditions, products, and yield From a dataset of the Open Reaction Database (ORD), a public repository of structured organic reaction records. The reactants are C#CCO, ClC(Cl)Cl, CCN(C(C)C)C(C)C, [Cu]I, FC(F)(F)Oc1ccc(I)cc1, C1CCOC1, O=C(C=Cc1ccccc1)C=Cc1ccccc1, O=C(C=Cc1ccccc1)C=Cc1ccccc1, O=C(C=Cc1ccccc1)C=Cc1ccccc1, [Pd], [Pd], c1ccc(P(c2ccccc2)c2ccccc2)cc1. Product: OCC#Cc1ccc(OC(F)(F)F)cc1. RXN SMILES: [CH2:32]([C:33]#[CH:34])[OH:35].[CH:103]([Cl:104])([Cl:105])[Cl:106].[CH:36]([N:37]([CH:38]([CH3:39])[CH3:40])[CH2:41][CH3:42])([CH3:43])[CH3:44].[Cu:45][I:46].[I:1][c:2]1[cH:3][cH:4][c:5]([O:8][C:9]([F:10])([F:11])[F:12])[cH:6][cH:7]1.[O:107]1[CH2:108][CH2:109][CH2:110][CH2:111]1.[O:49]=[C:50]([CH:51]=[CH:52][c:53]1[cH:54][cH:55][cH:56][cH:57][cH:58]1)[CH:59]=[CH:60][c:61]1[cH:62][cH:63][cH:64][cH:65][cH:66]1.[O:67]=[C:68]([CH:69]=[CH:70][c:71]1[cH:72][cH:73][cH:74][cH:75][cH:76]1)[CH:77]=[CH:78][c:79]1[cH:80][cH:81][cH:82][cH:83][cH:84]1.[O:85]=[C:86]([CH:87]=[CH:88][c:89]1[cH:90][cH:91][cH:92][cH:93][cH:94]1)[CH:95]=[CH:96][c:97]1[cH:98][cH:99][cH:100][cH:101][cH:102]1.[Pd:47].[Pd:48].[c:13]1([P:14]([c:15]2[cH:16][cH:17][cH:18][cH:19][cH:20]2)[c:21]2[cH:22][cH:23][cH:24][cH:25][cH:26]2)[cH:27][cH:28][cH:29][cH:30][cH:31]1>>[c:2]1([C:34]#[C:33][CH2:32][OH:35])[cH:3][cH:4][c:5]([O:8][C:9]([F:10])([F:11])[F:12])[cH:6][cH:7]1. Product: C1(CCCCC1)N(C(C1=CC=C(C=C1)OC1=CC=C(C=C1)OCC)=O)C(C)C (N-cyclohexyl-4-(4-ethoxyphenoxy)-N-(1-methylethyl)benzamide). Run in N1=C(C=C(C=C1C)C)C (collidine). Reactants: C(C)(C)N(C(C1=CC=C(C=C1)Br)=O)C1CCCCC1 (p-bromobenzoic acid N-isopropyl-N-cyclohexyl amide), C(C)OC1=CC=C(C=C1)O (4-ethoxy phenol), cuprous oxide. Procedure: The reaction and workup are carried out in the same manner as described for Example 1 using p-bromobenzoic acid N-isopropyl-N-cyclohexyl amide (1.75g, 5.40 mmol), 4-ethoxy phenol (796 mg, 5.76 mmol) and cuprous oxide (390 mg, 2.73 mmol) in collidine (15 ml). The crude product is chromatographed on silica gel using mixtures of ethyl acetate and hexane as eluents to give the title compound. RXN SMILES: [CH:1]([N:4]([CH:14]1[CH2:19][CH2:18][CH2:17][CH2:16][CH2:15]1)[C:5](=[O:13])[C:6]1[CH:11]=[CH:10][C:9](Br)=[CH:8][CH:7]=1)([CH3:3])[CH3:2].[CH2:20]([O:22][C:23]1[CH:28]=[CH:27][C:26]([OH:29])=[CH:25][CH:24]=1)[CH3:21]>N1C(C)=CC(C)=CC=1C>[CH:14]1([N:4]([CH:1]([CH3:3])[CH3:2])[C:5](=[O:13])[C:6]2[CH:11]=[CH:10][C:9]([O:29][C:26]3[CH:27]=[CH:28][C:23]([O:22][CH2:20][CH3:21])=[CH:24][CH:25]=3)=[CH:8][CH:7]=2)[CH2:19][CH2:18][CH2:17][CH2:16][CH2:15]1.